Dataset: the Open Reaction Database (ORD), a public repository of structured organic reaction records. Task: describe an organic reaction: reactants, conditions, products, and yield Starting materials: [Al+3], CSc1ncc(C#N)c(NC2CCCC2)n1, [H-], [H-], [H-], [H-], [Li+], [NH4+], [NH4+], O=S(=O)([O-])[O-], C1CCOC1. The product is CSc1ncc(CN)c(NC2CCCC2)n1. RXN SMILES: [Al+3:2].[CH:7]1([NH:12][c:13]2[n:14][c:15]([S:21][CH3:22])[n:16][cH:17][c:18]2[C:19]#[N:20])[CH2:8][CH2:9][CH2:10][CH2:11]1.[H-:1].[H-:4].[H-:5].[H-:6].[Li+:3].[NH4+:23].[NH4+:24].[O-:25][S:26](=[O:27])(=[O:28])[O-:29].[O:30]1[CH2:31][CH2:32][CH2:33][CH2:34]1>>[CH:7]1([NH:12][c:13]2[n:14][c:15]([S:21][CH3:22])[n:16][cH:17][c:18]2[CH2:19][NH2:20])[CH2:8][CH2:9][CH2:10][CH2:11]1. The reactants are C1CCOC1, CCO, O=[N+]([O-])c1cccc(CN2CCCCC2)c1, NN, O. Yields the product Nc1cccc(CN2CCCCC2)c1. RXN SMILES: [CH2:23]1[O:24][CH2:25][CH2:26][CH2:27]1.[CH3:17][CH2:18][OH:19].[N+:1]([O-:2])(=[O:3])[c:4]1[cH:5][c:6]([CH2:7][N:8]2[CH2:9][CH2:10][CH2:11][CH2:12][CH2:13]2)[cH:14][cH:15][cH:16]1.[NH2:21][NH2:22].[OH2:20]>>[NH2:1][c:4]1[cH:5][c:6]([CH2:7][N:8]2[CH2:9][CH2:10][CH2:11][CH2:12][CH2:13]2)[cH:14][cH:15][cH:16]1. Starting materials: ClC1=C(C(=O)N=C=O)C=CC=C1 (2-chlorobenzoyl isocyanate), FC(OC1=CC=C(C=C1)NSC1=C(C(=O)OC(C)C)C=CC=C1)(F)F (isopropyl 2-[[[4-(trifluoromethoxy)phenyl]amino]thio]benzoate). Run in C1(=CC=CC=C1)C (toluene), solvent. Run at temperature -5 celsius, time 18 hour. Yields the product ClC1=C(C(=O)NC(=O)N(SC2=C(C(=O)OC(C)C)C=CC=C2)C2=CC=C(C=C2)OC(F)(F)F)C=CC=C1 (isopropyl 2-[[[[(2-chlorobenzoyl)amino]carbonyl][4-(trifluoromethoxy)phenyl]amino]thio]benzoate). Yield: 87.1%. Reaction SMILES: [Cl:1][C:2]1[CH:12]=[CH:11][CH:10]=[CH:9][C:3]=1[C:4]([N:6]=[C:7]=[O:8])=[O:5].[F:13][C:14]([F:37])([F:36])[O:15][C:16]1[CH:21]=[CH:20][C:19]([NH:22][S:23][C:24]2[CH:35]=[CH:34][CH:33]=[CH:32][C:25]=2[C:26]([O:28][CH:29]([CH3:31])[CH3:30])=[O:27])=[CH:18][CH:17]=1>C1(C)C=CC=CC=1>[Cl:1][C:2]1[CH:12]=[CH:11][CH:10]=[CH:9][C:3]=1[C:4]([NH:6][C:7]([N:22]([C:19]1[CH:18]=[CH:17][C:16]([O:15][C:14]([F:13])([F:36])[F:37])=[CH:21][CH:20]=1)[S:23][C:24]1[CH:35]=[CH:34][CH:33]=[CH:32][C:25]=1[C:26]([O:28][CH:29]([CH3:31])[CH3:30])=[O:27])=[O:8])=[O:5]. Reported procedure: A solution of 2-chlorobenzoyl isocyanate (2.7 g) in dry toluene (5.0 ml) was added to a stirred suspension of isopropyl 2-[[[4-(trifluoromethoxy)phenyl]amino]thio]benzoate (3.7 g) in the same solvent (20.0 ml) at room temperature. After 18 hours, a cake of crystals had formed. The reaction mixture was cooled to -5° C. and filtered, washing the crystals with cold toluene followed by light petroleum. After drying at 40° C. under vacuum, the pure product was obtained as colourless crystals (4.8 g)....